From a dataset of the Open Reaction Database (ORD), a public repository of structured organic reaction records. describe an organic reaction: reactants, conditions, products, and yield Reactants: CC(C)C[AlH]CC(C)C (DIBAL-H), ClC1=C(C#N)C=CC(=N1)C(F)(F)F (2-Chloro-6-(trifluoromethyl)nicotinonitrile), C(C)(=O)O (acetic acid). The solvent is C1(=CC=CC=C1)C (toluene). Run at temperature -78 celsius, time 1 hour. Yields the product ClC1=C(C=O)C=CC(=N1)C(F)(F)F (2-chloro-6-(trifluoromethyl)nicotinaldehyde). Isolated yield 33.2%. As a reaction SMILES: [Cl:1][C:2]1[N:9]=[C:8]([C:10]([F:13])([F:12])[F:11])[CH:7]=[CH:6][C:3]=1[C:4]#N.CC(C[AlH]CC(C)C)C.C(O)(=[O:25])C>C1(C)C=CC=CC=1>[Cl:1][C:2]1[N:9]=[C:8]([C:10]([F:13])([F:12])[F:11])[CH:7]=[CH:6][C:3]=1[CH:4]=[O:25]. Procedure: 2-Chloro-6-(trifluoromethyl)nicotinonitrile (1.0 g, 4.84 mmol) was diluted with toluene (5.0 mL), placed under nitrogen and cooled to −78° C. DIBAL-H (9.68 mL, 9.68 mmol) was added dropwise and the reaction was stirred for 1 hour. The reaction was warmed to 0° C. and acetic acid (2 mL in 8 mL of water) was added dropwise. After stirring for 2 hours, the reaction was extracted twice with ethyl acetate, washed with Rochelle's salt, dried over MgSO4, filtered and concentrated. The material was load...